From a dataset of the Open Reaction Database (ORD), a public repository of structured organic reaction records. describe an organic reaction: reactants, conditions, products, and yield Reactants: COC1=C(CNC2=CC(=CC=C2)O)C=CC(=C1)OC (N-(2,4-dimethoxybenzyl)-3-hydroxyaniline), ClCC(=O)Cl (chloroacetyl chloride). Solvent: CCOC(=O)C (EtOAc). Yields the product ClCC(=O)N(C1=CC(=CC=C1)O)CC1=C(C=C(C=C1)OC)OC (N-chloroacetyl-N-(2,4-dimethoxybenzyl)-3-hydroxyaniline). RXN SMILES: [CH3:1][O:2][C:3]1[CH:17]=[C:16]([O:18][CH3:19])[CH:15]=[CH:14][C:4]=1[CH2:5][NH:6][C:7]1[CH:12]=[CH:11][CH:10]=[C:9]([OH:13])[CH:8]=1.[Cl:20][CH2:21][C:22](Cl)=[O:23]>CCOC(C)=O>[Cl:20][CH2:21][C:22]([N:6]([CH2:5][C:4]1[CH:14]=[CH:15][C:16]([O:18][CH3:19])=[CH:17][C:3]=1[O:2][CH3:1])[C:7]1[CH:12]=[CH:11][CH:10]=[C:9]([OH:13])[CH:8]=1)=[O:23]. Procedure details: To a solution of the product from Step I (1 equiv) in 1:1 EtOAc-saturated NaHCO3 solution at 0° C. is added chloroacetyl chloride (3 equiv) dropwise. After completion, the layers a separated, and the organic solution is washed with water and brine, dried (Na2SO4), filtered, and concentrated in vacuo to provide the titled product.